This data is from the Open Reaction Database (ORD), a public repository of structured organic reaction records. The task is: describe an organic reaction: reactants, conditions, products, and yield The reactants are O=C([O-])C=CC(=O)[O-], CC(C)O, Clc1ccncc1, Cl, c1ccncc1, Nn1cccn1. Product: O=C(O)C=CC(=O)O, c1cnn(Nc2ccncc2)c1. Reaction SMILES: [C:21]([CH:22]=[CH:23][C:24](=[O:25])[O-:26])(=[O:27])[O-:28].[CH:29]([OH:30])([CH3:31])[CH3:32].[Cl:8][c:9]1[cH:10][cH:11][n:12][cH:13][cH:14]1.[ClH:7].[cH:15]1[cH:16][cH:17][n:18][cH:19][cH:20]1.[n:1]1([NH2:6])[n:2][cH:3][cH:4][cH:5]1>>[C:21]([CH:22]=[CH:23][C:24](=[O:25])[OH:26])(=[O:27])[OH:28].[n:1]1([NH:6][c:9]2[cH:10][cH:11][n:12][cH:13][cH:14]2)[n:2][cH:3][cH:4][cH:5]1. Starting materials: CC1=NN(C(=C1)C)C(C(C1=CC=CC=C1)C1=CC=CC=C1)=O (l-(3,5-dimethyl-pyrazol-1-yl)-2,2-diphenyl-ethanone), C(C)C1=NN=C(O1)N (5-ethyl-[1,3,4]oxadiazol-2-ylamine). Product: C(C)C1=NN=C(O1)NC(C(C1=CC=CC=C1)C1=CC=CC=C1)=O (N-(5-Ethyl-[1,3,4]oxadiazol-2-yl)-2,2-diphenyl-acetamide). As a reaction SMILES: CC1C=[C:5](C)[N:4]([C:8](=[O:22])[CH:9]([C:16]2[CH:21]=[CH:20][CH:19]=[CH:18][CH:17]=2)[C:10]2[CH:15]=[CH:14][CH:13]=[CH:12][CH:11]=2)N=1.[CH2:23]([C:25]1[O:29]C(N)=[N:27][N:26]=1)[CH3:24]>>[CH2:23]([C:25]1[O:29][C:5]([NH:4][C:8](=[O:22])[CH:9]([C:10]2[CH:11]=[CH:12][CH:13]=[CH:14][CH:15]=2)[C:16]2[CH:17]=[CH:18][CH:19]=[CH:20][CH:21]=2)=[N:27][N:26]=1)[CH3:24]. Procedure: The title compound, white solid, m.p. 123-125° C. and MS: m/e=308.2 (M+H+) was prepared in accordance with the general method of example 48a from l-(3,5-dimethyl-pyrazol-1-yl)-2,2-diphenyl-ethanone and 5-ethyl-[1,3,4]oxadiazol-2-ylamine. The 1-(3,5-dimethyl-pyrazol-1-yl)-2,2-diphenyl-ethanone, white solid, m.p. 91-92° C. and MS: m/e=291.2 (M+H+) used in the above reaction was prepared in accordance with the general method of example 48c from 2,2-diphenylacetic acid hydrazide [Chem. Zentralblatt.... The reactants are Cl (hydrochloric acid), C(C)OCC(C)O (propylene glycol monoethyl ether), Cl (hydrochloric acid), C1(=CC=CC=C1)[Si](OC)(OC)OC (phenyltrimethoxysilane), C(C)O[Si](OCC)(OCC)OCC (tetraethoxysilane), C[Si](OCC)(OCC)OCC (methyltriethoxysilane), C(\C=C/C(=O)[O-])(=O)[O-].CO[Si](OC)(OC)CCC[NH+](C)C.CO[Si](OC)(OC)CCC[NH+](C)C (trimethoxysilylpropyldimethylammonium maleate). Solvent: O (water), CC(=O)C (acetone), CO (methanol), C(C)O (ethanol), CC(=O)C (acetone), CO (methanol). Product: C(\C=C/C(=O)[O-])(=O)[O-].[NH4+].[NH4+] (Ammonium Maleate). As a reaction SMILES: C1([Si](OC)(OC)OC)C=CC=CC=1.C(O[Si](OCC)(OCC)OCC)C.C[Si](OCC)(OCC)OCC.[C:38]([O-:45])(=[O:44])/[CH:39]=[CH:40]\[C:41]([O-:43])=[O:42].CO[Si](CCC[NH+:56](C)C)(OC)OC.CO[Si](CCC[NH+:69](C)C)(OC)OC.Cl.C(OCC(O)C)C>O.CC(C)=O.CO.C(O)C>[C:38]([O-:45])(=[O:44])/[CH:39]=[CH:40]\[C:41]([O-:43])=[O:42].[NH4+:56].[NH4+:69] |f:3.4.5,12.13.14|. Procedure: 4.93 g of phenyltrimethoxysilane, 72.47 g of tetraethoxysilane, 22.06 g of methyltriethoxysilane, 0.54 g of the 30% methanol solution of trimethoxysilylpropyldimethylammonium maleate, and 150 g of acetone were charged into a 500 mL flask to be dissolved and the resultant mixed solution was warmed while stirring the mixed solution with a magnetic stirrer to reflux. Next, 33.14 g of 0.01 M hydrochloric acid was added to the mixed solution. The mixed solution was subjected to the reaction for 240 m...